From a dataset of the Open Reaction Database (ORD), a public repository of structured organic reaction records. describe an organic reaction: reactants, conditions, products, and yield Starting materials: CCOC(COc1cc(Cl)c(OCc2ccccc2Cl)c(Cl)c1)OCC, CC(=O)O, Cl, O. Product: O=CCOc1cc(Cl)c(OCc2ccccc2Cl)c(Cl)c1. Reaction SMILES: [CH2:1]([O:3][CH:4]([O:2][CH2:24][CH3:25])[CH2:5][O:6][c:7]1[cH:8][c:9]([Cl:23])[c:10]([O:14][CH2:15][c:16]2[c:17]([Cl:22])[cH:18][cH:19][cH:20][cH:21]2)[c:11]([Cl:13])[cH:12]1)[CH3:26].[CH3:28][C:29](=[O:30])[OH:31].[ClH:32].[OH2:27]>>[O:3]=[CH:4][CH2:5][O:6][c:7]1[cH:8][c:9]([Cl:23])[c:10]([O:14][CH2:15][c:16]2[c:17]([Cl:22])[cH:18][cH:19][cH:20][cH:21]2)[c:11]([Cl:13])[cH:12]1. Starting materials: Cl.N1C[C@H](CC1)OC1=CC=C(C=C1)NC(=O)C=1N=C(OC1C(F)(F)F)C1=CC=CC=C1 (2-phenyl-5-trifluoromethyl-oxazole-4-carboxylic acid [4-((S)-pyrrolidin-3-yloxy)-phenyl]-amide hydrochloride), C(C)(C)(C)OC(C1=CC=C(C=C1)Br)=O (4-bromobenzoic acid tert-butyl ester), CC(C)([O-])C.[Na+] (sodium tert-butoxide), C(C)(C)C1=C(C(=CC(=C1)C(C)C)C(C)C)C1=C(C=CC=C1)P(C1CCCCC1)C1CCCCC1 ((2′,4′,6′-triisopropyl-1,1′-biphenyl-2-yl)dicyclohexylphosphine). The solvent is O1CCOCC1 (dioxane). Run at temperature 105 celsius. Product: C(C)(C)(C)OC(C1=CC=C(C=C1)N1C[C@H](CC1)OC1=CC=C(C=C1)NC(=O)C=1N=C(OC1C(F)(F)F)C1=CC=CC=C1)=O (4-((S)-3-{4-[(2-phenyl-5-trifluoromethyl-oxazole-4-carbonyl)-amino]-phenoxy}-pyrrolidin-1-yl)-benzoic acid tert-butyl ester). The yield is 68.3%. Reaction SMILES: Cl.[NH:2]1[CH2:6][CH2:5][C@H:4]([O:7][C:8]2[CH:13]=[CH:12][C:11]([NH:14][C:15]([C:17]3[N:18]=[C:19]([C:26]4[CH:31]=[CH:30][CH:29]=[CH:28][CH:27]=4)[O:20][C:21]=3[C:22]([F:25])([F:24])[F:23])=[O:16])=[CH:10][CH:9]=2)[CH2:3]1.[C:32]([O:36][C:37](=[O:45])[C:38]1[CH:43]=[CH:42][C:41](Br)=[CH:40][CH:39]=1)([CH3:35])([CH3:34])[CH3:33].CC(C)([O-])C.[Na+].C(C1C=C(C(C)C)C=C(C(C)C)C=1C1C=CC=CC=1P(C1CCCCC1)C1CCCCC1)(C)C>O1CCOCC1>[C:32]([O:36][C:37](=[O:45])[C:38]1[CH:43]=[CH:42][C:41]([N:2]2[CH2:6][CH2:5][C@H:4]([O:7][C:8]3[CH:13]=[CH:12][C:11]([NH:14][C:15]([C:17]4[N:18]=[C:19]([C:26]5[CH:31]=[CH:30][CH:29]=[CH:28][CH:27]=5)[O:20][C:21]=4[C:22]([F:25])([F:23])[F:24])=[O:16])=[CH:10][CH:9]=3)[CH2:3]2)=[CH:40][CH:39]=1)([CH3:35])([CH3:33])[CH3:34] |f:0.1,3.4|. Procedure details: To a mixture of 2-phenyl-5-trifluoromethyl-oxazole-4-carboxylic acid [4-((S)-pyrrolidin-3-yloxy)-phenyl]-amide hydrochloride (180 mg, 0.37 mmol), 4-bromobenzoic acid tert-butyl ester (114 mg, 0.44 mmol), sodium tert-butoxide (118 mg, 1.23 mmol) and (2′,4′,6′-triisopropyl-1,1′-biphenyl-2-yl)dicyclohexylphosphine (X-PHOS, 40 mg) in dioxane (5 mL) bubbled with argon was added tris(dibenzylideneacetone)dipalladium Pd2(dba)3 (24 mg). The mixture was heated at 105° C. for 2 hrs. Solvents were evaporat... RXN SMILES: O=[C:2]1[C:15]2[C:14]3[S:13][C:12]4=[CH:16][CH2:17][CH2:18][CH:19]=[C:11]4[CH:10]=[C:9]([C:20]([OH:22])=[O:21])[C:8]=3[CH:7]=[CH:6][C:5]=2[CH2:4][CH2:3]1.O=C1C2C3CCC4C=CC(C(O)=O)=CC=4SC=3C=CC=2CC1>>[CH2:2]1[C:15]2[C:14]3[S:13][C:12]4=[CH:16][CH2:17][CH2:18][CH:19]=[C:11]4[CH:10]=[C:9]([C:20]([OH:22])=[O:21])[C:8]=3[CH:7]=[CH:6][C:5]=2[CH2:4][CH2:3]1. Reactants: O=C1CCC=2C=CC=3C(=CC=4C(SC3C12)=CCCC4)C(=O)O (1-oxo2,3,9,10-tetrahydro-1H-benzo[b]indeno[5,4-f]thiepin-6-carboxylic acid), O=C1CCC=2C=CC3=C(CCC4=C(S3)C=C(C=C4)C(=O)O)C12 (1-oxo2,3,11,12-tetrahydro-1H-benzo[b]indeno[4,5-f]thiepin-8-carboxylic acid). Product: C1CCC=2C=CC=3C(=CC=4C(SC3C12)=CCCC4)C(=O)O (2,3,9,10-Tetrahydro-1H-benzo[b]indeno[5,4-f]thiepin-6-carboxylic acid). Procedure details: Substituting an equivalent amount of 1-oxo2,3,9,10-tetrahydro-1H-benzo[b]indeno[5,4-f]thiepin-6-carboxylic acid in Example 41 in place of 1-oxo2,3,11,12-tetrahydro-1H-benzo[b]indeno[4,5-f]thiepin-8-carboxylic acid and heating under reflux for 9 hours instead of 3 hours yielded the title compound. Reactants: N1N=CC=C1 (pyrazole), [Li]S(=O)(=O)OC(F)(F)F (LiSO3CF3). Conditions: temperature 50 celsius, time 50 minute. Yields the product N1N=CC=C1.[Li]S(=O)(=O)OC(F)(F)F (pyrazole LiSO3CF3). Isolated yield 160.1%. RXN SMILES: [NH:1]1[CH:5]=[CH:4][CH:3]=[N:2]1.[Li:6][S:7]([O:10][C:11]([F:14])([F:13])[F:12])(=[O:9])=[O:8]>>[NH:1]1[CH:5]=[CH:4][CH:3]=[N:2]1.[Li:6][S:7]([O:10][C:11]([F:14])([F:13])[F:12])(=[O:9])=[O:8] |f:2.3|. Procedure: 2.61 g of purified pyrazole and 2 g of LiSO3CF3 were put into a round bottom flask and slowly stirred for 50 minutes under a nitrogen circumstance of 50° C., thereby obtaining 4.6 g of pyrazole-LiSO3CF3 eutectic mixture. The reactants are BrC=1C=C(OC1)C=O (4-bromo-2-furaldehyde), [BH4-].[Na+] (sodium borohydride), N1C=NC=C1 (imidazole), C(C)(C)(C)[Si](Cl)(C)C (t-butyldimethylchlorosilane). Run in O (water), CO (methanol), O (water), CCOCC (ether). Yields the product BrC=1C=C(OC1)CO[Si](C)(C)C(C)(C)C ([(4-Bromo-2-furyl)methoxy](t-butyl)dimethylsilane). The yield is 89.0%. Reaction SMILES: [Br:1][C:2]1[CH:3]=[C:4]([CH:7]=[O:8])[O:5][CH:6]=1.[BH4-].[Na+].N1C=CN=C1.[C:16]([Si:20]([CH3:23])([CH3:22])Cl)([CH3:19])([CH3:18])[CH3:17]>CO.CCOCC.O>[Br:1][C:2]1[CH:3]=[C:4]([CH2:7][O:8][Si:20]([C:16]([CH3:19])([CH3:18])[CH3:17])([CH3:23])[CH3:22])[O:5][CH:6]=1 |f:1.2|. Procedure: To a solution of 4-bromo-2-furaldehyde (5.0 g, 29 mmol) in methanol (40 ml) was added sodium borohydride (1.1 g, 29 mmol) at 0° C. with stirring, and the resulting mixture was stirred for 1 hour. After evaporating the reaction mixture in vacuo, the residue obtained was diluted with ether, poured into water and extracted with ether. The extract was washed with a saturated aqueous solution of sodium chloride and dried over magnesium sulfate. After filtration, the filtrate was evaporated in vacuo. ...